Dataset: the Open Reaction Database (ORD), a public repository of structured organic reaction records. Task: describe an organic reaction: reactants, conditions, products, and yield Reactants: Brc1cccc(-c2ccc(Br)s2)c1, [Li]CCCC, CSSC, CCOC(C)=O, [Cl-], [NH4+], C1CCOC1. Product: CSc1ccc(-c2cccc(Br)c2)s1. RXN SMILES: [Br:6][c:7]1[s:8][c:9](-[c:12]2[cH:13][c:14]([Br:18])[cH:15][cH:16][cH:17]2)[cH:10][cH:11]1.[CH2:1]([Li:2])[CH2:3][CH2:4][CH3:5].[CH3:19][S:20][S:21][CH3:22].[CH3:30][CH2:31][O:32][C:33](=[O:34])[CH3:35].[Cl-:23].[NH4+:24].[O:25]1[CH2:26][CH2:27][CH2:28][CH2:29]1>>[c:7]1([S:20][CH3:19])[s:8][c:9](-[c:12]2[cH:13][c:14]([Br:18])[cH:15][cH:16][cH:17]2)[cH:10][cH:11]1. The reactants are C(=C)[Mg]Br (vinyl magnesium bromide), BrCCCC[Si](OCC)(C)C (4-bromobutyl-dimethyl-ethoxysilane). Run in O1CCCC1 (THF). Conditions: temperature 70 celsius, time 1.5 hour. Yields the product BrCCCC[Si](C=C)(C)C (4-bromobutyl-dimethyl-vinylsilane). The yield is 79.8%. Reaction SMILES: [CH:1]([Mg]Br)=[CH2:2].[Br:5][CH2:6][CH2:7][CH2:8][CH2:9][Si:10]([CH3:15])([CH3:14])OCC>O1CCCC1>[Br:5][CH2:6][CH2:7][CH2:8][CH2:9][Si:10]([CH3:15])([CH3:14])[CH:1]=[CH2:2]. Procedure details: A 3 l reactor was charged under nitrogen with 11 of vinyl magnesium bromide in THF (tetrahydrofuran) and 184 g of 4-bromobutyl-dimethyl-ethoxysilane were added slowly at room temperature. The mixture was then refluxed at 70° C. for 16 h. After cooling on ice, the mixture was quenched with 407 g of a 20% HBr (w/w) solution, after which it was stirred for another 1.5 h. The THF layers were separated from the aqueous layers and neutralized with aq. sodium hydrogen carbonate solution. The THF was ev... Reactants: BrC=1C=C(C(=C(C=O)C1)OC)C(C)(C)C (5-bromo-3-tert-butyl-2-methoxybenzaldehyde), C(C)(C)(C)C=1C(=C(C=O)C=CC1)O (3-tert-butyl-2-hydroxybenzaldehyde), BrBr (Br2). Run in C(Cl)Cl (DCM), C(Cl)Cl (DCM). Reaction conditions: time 1 hour. Product: BrC=1C=C(C(=C(C=O)C1)O)C(C)(C)C (5-bromo-3-tert-butyl-2-hydroxybenzaldehyde). As a reaction SMILES: [Br:1][C:2]1[CH:3]=[C:4]([C:12]([CH3:15])([CH3:14])[CH3:13])[C:5]([O:10]C)=[C:6]([CH:9]=1)[CH:7]=[O:8].C(C1C(O)=C(C=CC=1)C=O)(C)(C)C.BrBr>C(Cl)Cl>[Br:1][C:2]1[CH:3]=[C:4]([C:12]([CH3:15])([CH3:14])[CH3:13])[C:5]([OH:10])=[C:6]([CH:9]=1)[CH:7]=[O:8]. Procedure details: 5-bromo-3-tert-butyl-2-methoxybenzaldehyde (28)—To a solution of 3-tert-butyl-2-hydroxybenzaldehyde (CASRN 24623-65-2, 5.00 g) DCM (20 mL) at 0° C. was added dropwise a solution of Br2 (1.45 mL) in DCM (15 mL) over a period of 30 min. After the addition was complete the reaction was stirred for 1 h before the organic volatiles were removed under reduced pressure to afford 7.23 g of 5-bromo-3-tert-butyl-2-hydroxybenzaldehyde (27) as a light yellowish solid. The reactants are CCCCO, CCN(C(C)C)C(C)C, CN(c1cc(Cl)ncn1)C1CC(CO)C2OC(C)(C)OC21, NC1CCc2ccccc21. Product: CN(c1cc(NC2CCc3ccccc32)ncn1)C1CC(CO)C2OC(C)(C)OC21. As a reaction SMILES: [CH2:41]([OH:42])[CH2:43][CH2:44][CH3:45].[CH:22]([N:23]([CH2:24][CH3:25])[CH:26]([CH3:27])[CH3:28])([CH3:29])[CH3:30].[Cl:1][c:2]1[cH:3][c:4]([N:8]([CH:9]2[CH2:10][CH:11]([CH2:19][OH:20])[CH:12]3[CH:13]2[O:14][C:15]([CH3:17])([CH3:18])[O:16]3)[CH3:21])[n:5][cH:6][n:7]1.[NH2:31][CH:32]1[CH2:33][CH2:34][c:35]2[cH:36][cH:37][cH:38][cH:39][c:40]21>>[c:2]1([NH:31][CH:32]2[CH2:33][CH2:34][c:35]3[cH:36][cH:37][cH:38][cH:39][c:40]32)[cH:3][c:4]([N:8]([CH:9]2[CH2:10][CH:11]([CH2:19][OH:20])[CH:12]3[CH:13]2[O:14][C:15]([CH3:17])([CH3:18])[O:16]3)[CH3:21])[n:5][cH:6][n:7]1. Reactants: C(C=C)OC(=O)N1C[C@H](C[C@H]1C(C1=CN2C(S1)=CN=C2)O)SC=2[C@@H]([C@H]1N(C2C(=O)OCC=C)C([C@@H]1[C@@H](C)O)=O)C (allyl(1R,5S,6S)-2-[(3S,5S)-1-allyloxycarbonyl-5-[1-hydroxy-1-(imidazo[5,1-b]thiazol-2-yl)methyl]pyrrolidin-3-yl]thio-6-((1R)-1-hydroxyethyl)-1-methylcarbapen-2-em-3-carboxylate), CNC1=CC=CC=C1 (N-methylaniline). Reagents/catalysts: C=1C=CC(=CC1)[P](C=2C=CC=CC2)(C=3C=CC=CC3)[Pd]([P](C=4C=CC=CC4)(C=5C=CC=CC5)C=6C=CC=CC6)([P](C=7C=CC=CC7)(C=8C=CC=CC8)C=9C=CC=CC9)[P](C=1C=CC=CC1)(C=1C=CC=CC1)C=1C=CC=CC1 (Tetrakis(triphenylphosphine)palladium(0)). Solvent: CN(C)C=O (DMF). Product: O[C@H](C)[C@@H]1[C@@H]2N(C(=C([C@@H]2C)S[C@@H]2CN[C@@H](C2)C(C2=CN3C(S2)=CN=C3)O)C(=O)O)C1=O ((1R,5S,6S)-6-((1R)-1-Hydroxyethyl)-2-[(3S,5S)-5-[1-hydroxy-1-(imidazo[5,1-b]thiazol-2-yl)methyl]pyrrolidin-3-yl]thio-1-methylcarbapen-2-em-3-carboxylic acid). Isolated yield 10.9%. RXN SMILES: C(OC([N:7]1[C@H:11]([CH:12]([OH:21])[C:13]2[S:17][C:16]3=[CH:18][N:19]=[CH:20][N:15]3[CH:14]=2)[CH2:10][C@H:9]([S:22][C:23]2[C@H:24]([CH3:40])[C@@H:25]3[C@@H:35]([C@H:36]([OH:38])[CH3:37])[C:34](=[O:39])[N:26]3[C:27]=2[C:28]([O:30]CC=C)=[O:29])[CH2:8]1)=O)C=C.CNC1C=CC=CC=1>C1C=CC([P]([Pd]([P](C2C=CC=CC=2)(C2C=CC=CC=2)C2C=CC=CC=2)([P](C2C=CC=CC=2)(C2C=CC=CC=2)C2C=CC=CC=2)[P](C2C=CC=CC=2)(C2C=CC=CC=2)C2C=CC=CC=2)(C2C=CC=CC=2)C2C=CC=CC=2)=CC=1.CN(C=O)C>[OH:38][C@@H:36]([C@H:35]1[C:34](=[O:39])[N:26]2[C:27]([C:28]([OH:30])=[O:29])=[C:23]([S:22][C@H:9]3[CH2:10][C@@H:11]([CH:12]([OH:21])[C:13]4[S:17][C:16]5=[CH:18][N:19]=[CH:20][N:15]5[CH:14]=4)[NH:7][CH2:8]3)[C@H:24]([CH3:40])[C@H:25]12)[CH3:37] |^1:52,54,73,92|. Procedure: Tetrakis(triphenylphosphine)palladium(0) (8.4 mg) is added to a solution of 40.6 mg of allyl(1R,5S,6S)-2-[(3S,5S)-1-allyloxycarbonyl-5-[1-hydroxy-1-(imidazo[5,1-b]thiazol-2-yl)methyl]pyrrolidin-3-yl]thio-6-((1R)-1-hydroxyethyl)-1-methylcarbapen-2-em-3-carboxylate (stereoisomer A) and 0.045 ml of N-methylaniline in 1. 0 ml of DMF, and the mixture is stirred in an argon atmosphere at room temperature for 35 min. DMF is removed by evaporation under reduced pressure, 3 ml of distilled water is added... Starting materials: CC1=CC=C(C=C1)C1=CC2(CCN(CC2)CC(=O)OCC)OC2=C1C=CC=C2 (ethyl 4-(4-methylphenyl)spiro[2H-1-benzopyran-2,4′-piperidine]-1′-acetate). The reagents and catalysts are [Pd] (palladium on carbon). Solvent: C(C)O (ethyl alcohol). Run at temperature 40 celsius. The product is CC1=CC=C(C=C1)C1CC2(CCN(CC2)CC(=O)OCC)OC2=C1C=CC=C2 (Ethyl 3,4-Dihydro4-(4-methylphenyl)spiro[2H-1-benzopyran-2,4′-piperidine]-1′-acetate). As a reaction SMILES: [CH3:1][C:2]1[CH:7]=[CH:6][C:5]([C:8]2[C:24]3[CH:25]=[CH:26][CH:27]=[CH:28][C:23]=3[O:22][C:10]3([CH2:15][CH2:14][N:13]([CH2:16][C:17]([O:19][CH2:20][CH3:21])=[O:18])[CH2:12][CH2:11]3)[CH:9]=2)=[CH:4][CH:3]=1>C(O)C.[Pd]>[CH3:1][C:2]1[CH:7]=[CH:6][C:5]([CH:8]2[C:24]3[CH:25]=[CH:26][CH:27]=[CH:28][C:23]=3[O:22][C:10]3([CH2:15][CH2:14][N:13]([CH2:16][C:17]([O:19][CH2:20][CH3:21])=[O:18])[CH2:12][CH2:11]3)[CH2:9]2)=[CH:4][CH:3]=1. Procedure: To a solution of ethyl 4-(4-methylphenyl)spiro[2H-1-benzopyran-2,4′-piperidine]-1′-acetate (730 mg, 0.194 mmol) in ethyl alcohol (125 cm3) was added 10% is palladium on carbon. This mixture was heated to 40° C. for 7 h under an atmosphere of hydrogen (4 bar) and then it was filtered whilst still warm and the filter cake was washed with hot ethyl alcohol (3×50 cm3). The solvent was removed in vacuo and the resulting compound Was recrystallised from ethyl alcohol (67%). This ester was hydrolysed a... Starting materials: Brc1csc(Br)c1, C#Cc1ccc(-c2ccc(Cl)cc2)cn1. Yields the product Clc1ccc(-c2ccc(C#Cc3cc(Br)cs3)nc2)cc1. Reaction SMILES: [Br:1][c:2]1[s:3][cH:4][c:5]([Br:7])[cH:6]1.[Cl:8][c:9]1[cH:10][cH:11][c:12](-[c:15]2[cH:16][cH:17][c:18]([C:21]#[CH:22])[n:19][cH:20]2)[cH:13][cH:14]1>>[c:2]1([C:22]#[C:21][c:18]2[cH:17][cH:16][c:15](-[c:12]3[cH:11][cH:10][c:9]([Cl:8])[cH:14][cH:13]3)[cH:20][n:19]2)[s:3][cH:4][c:5]([Br:7])[cH:6]1.